This data is from the Open Reaction Database (ORD), a public repository of structured organic reaction records. The task is: describe an organic reaction: reactants, conditions, products, and yield The solvent is C(C)O (ethanol), C(C)O (ethanol). The reactants are CN1CCNCC1 (N-methylpiperazine), O=C1C=CCCC2=C1C=CC=C2 (5-oxo-8,9-dihydro [5H] benzocycloheptene). Yield: 85.3%. The product is CN1CCN(CC1)C1CC(C2=C(CC1)C=CC=C2)=O (7-(4-methylpiperazin-1-yl)-5-oxo-6,7,8,9-tetrahydro [5H] benzocycloheptene). Reaction conditions: temperature 20 celsius, time 4 hour. As a reaction SMILES: [CH3:1][N:2]1[CH2:7][CH2:6][NH:5][CH2:4][CH2:3]1.[O:8]=[C:9]1[C:15]2[CH:16]=[CH:17][CH:18]=[CH:19][C:14]=2[CH2:13][CH2:12][CH:11]=[CH:10]1>C(O)C>[CH3:1][N:2]1[CH2:7][CH2:6][N:5]([CH:11]2[CH2:12][CH2:13][C:14]3[CH:19]=[CH:18][CH:17]=[CH:16][C:15]=3[C:9](=[O:8])[CH2:10]2)[CH2:4][CH2:3]1. Procedure: A solution of 8 g of N-methylpiperazine in 80 ml of ethanol was added over 5 minutes to a solution of 6.32 g of 5-oxo-8,9-dihydro [5H] benzocycloheptene in 40 ml of ethanol and the mixture was stirred for 4 hours at 20° C and was then evaporated to dryness. The residue was taken up in 0.5 N hydrochloric acid and the solution was washed with ethyl acetate and made alkaline with concentrated ammonium hydroxide. The mixture was extracted with methylene chloride and the extracts were dried and evapo... Reactants: C1(CCCCC1)[NH2+]C1CCCCC1.C(=O)(OCC1=CC=CC=C1)N[C@@H](CC(C(=O)[O-])C(C)(C)C)C(=O)[O-].C1(CCCCC1)[NH2+]C1CCCCC1 (N-carbobenzyloxy-γ-tert.butyl-L-glutamic acid-dicyclohexyl ammonium salt), dimethylamioethyl-chloride, C(Cl)Cl (methylene chloride), solution. The solvent is C1(=CC=CC=C1)C (toluene). Run at temperature 50 celsius. Product: CN(C(C)OC([C@@H](NC(=O)OCC1=CC=CC=C1)CC(C(=O)O)C(C)(C)C)=O)C (N-carbobenzyloxy-γ-tert.butyl-L-glutamic acid-α-dimethylaminoethyl ester). The yield is 89.1%. Reaction SMILES: [CH:1]1([NH2+:7][CH:8]2[CH2:13]CCCC2)CCCCC1.[C:14]([NH:24][C@H:25]([C:35]([O-:37])=[O:36])[CH2:26][CH:27]([C:31]([CH3:34])([CH3:33])[CH3:32])[C:28]([O-:30])=[O:29])([O:16][CH2:17][C:18]1[CH:23]=[CH:22][CH:21]=[CH:20][CH:19]=1)=[O:15].[CH:38]1([NH2+]C2CCCCC2)CCCCC1.C(Cl)Cl>C1(C)C=CC=CC=1>[CH3:38][N:7]([CH3:1])[CH:8]([O:36][C:35](=[O:37])[C@H:25]([CH2:26][CH:27]([C:31]([CH3:32])([CH3:33])[CH3:34])[C:28]([OH:30])=[O:29])[NH:24][C:14]([O:16][CH2:17][C:18]1[CH:23]=[CH:22][CH:21]=[CH:20][CH:19]=1)=[O:15])[CH3:13] |f:0.1.2|. Procedure details: To 1.20 g N-carbobenzyloxy-γ-tert.butyl-L-glutamic acid-dicyclohexyl ammonium salt, 20 ml methylene chloride and 2.1 ml solution of dimethylamioethyl-chloride in the amount of 0.5 g, which stoichiometrically corresponds to two times molar volume, in toluene were added to be subjected to reflux in oil bath at 50° C. for 35 hrs. After cooling down to the room temperature, the reaction mixture was similarly treated as in Step Example 1 to obtain N-carbobenzyloxy-γ-tert.butyl-L-glutamic acid-α-dimet... Starting materials: CC1(C)C=C(c2ccccc2N)CC1(C)C, ClCCNCCCl, Clc1ccccc1Cl, Cl. The product is CC1(C)C=C(c2ccccc2N2CCNCC2)CC1(C)C. RXN SMILES: [CH3:1][C:2]1([CH3:16])[CH:3]=[C:4]([c:9]2[c:10]([NH2:15])[cH:11][cH:12][cH:13][cH:14]2)[CH2:5][C:6]1([CH3:7])[CH3:8].[Cl:18][CH2:19][CH2:20][NH:21][CH2:22][CH2:23][Cl:24].[Cl:25][c:26]1[c:27]([Cl:28])[cH:29][cH:30][cH:31][cH:32]1.[ClH:17]>>[CH3:1][C:2]1([CH3:16])[CH:3]=[C:4]([c:9]2[c:10]([N:15]3[CH2:19][CH2:20][NH:21][CH2:22][CH2:23]3)[cH:11][cH:12][cH:13][cH:14]2)[CH2:5][C:6]1([CH3:7])[CH3:8].